This data is from the Open Reaction Database (ORD), a public repository of structured organic reaction records. The task is: describe an organic reaction: reactants, conditions, products, and yield Reactants: S1C=C(C=C1)COC1=CC(=C(C(=O)OC)C=C1)OCOCC[Si](C)(C)C (methyl 4-(3-thienylmethoxy)-2-(2-trimethylsilylethoxy)methoxybenzoate), C([O-])([O-])=O.[K+].[K+] (potassium carbonate). The solvent is CO (methanol). The product is S1C=C(C=C1)COC1=CC(=C(C(=O)O)C=C1)OCOCC[Si](C)(C)C (4-(3-thienylmethoxy)-2-(2-trimethylsilylethoxy)methoxybenzoic acid). Yield: 51.7%. Reaction SMILES: [S:1]1[CH:5]=[CH:4][C:3]([CH2:6][O:7][C:8]2[CH:17]=[CH:16][C:11]([C:12]([O:14]C)=[O:13])=[C:10]([O:18][CH2:19][O:20][CH2:21][CH2:22][Si:23]([CH3:26])([CH3:25])[CH3:24])[CH:9]=2)=[CH:2]1.C(=O)([O-])[O-].[K+].[K+]>CO>[S:1]1[CH:5]=[CH:4][C:3]([CH2:6][O:7][C:8]2[CH:17]=[CH:16][C:11]([C:12]([OH:14])=[O:13])=[C:10]([O:18][CH2:19][O:20][CH2:21][CH2:22][Si:23]([CH3:26])([CH3:25])[CH3:24])[CH:9]=2)=[CH:2]1 |f:1.2.3|. Reported procedure: A mixture of methyl 4-(3-thienylmethoxy)-2-(2-trimethylsilylethoxy)methoxybenzoate (12.1 g) and aqueous potassium carbonate solution (50 mL; 10% w/v) in methanol (200 mL) is heated at reflux for 7 hours. It is then concentrated in vacuo and the residue is treated with water (200 mL) and acidified to pH 1 by treatment with hydrochloric acid (1 N), and the resulting solid is quickly filtered off and is then washed with water. The white solid is then azeotroped with cyclohexane in a Dean-Stark appa... Starting materials: CC(NC(=O)OC(C)(C)C)C(=O)OC1CCC2(C)C(CCC3C2CCC2(C)C(c4ccc(=O)oc4)CCC32O)C1, CCOC(C)=O, Cl. Yields the product CC(N)C(=O)OC1CCC2(C)C(CCC3C2CCC2(C)C(c4ccc(=O)oc4)CCC32O)C1. RXN SMILES: [C:1]([O:2][C:3](=[O:4])[NH:8][CH:9]([C:10](=[O:11])[O:12][CH:13]1[CH2:14][CH2:15][C:16]2([CH3:39])[CH:17]3[CH2:18][CH2:19][C:20]4([CH3:38])[CH:21]([c:31]5[cH:32][cH:33][c:34](=[O:37])[o:35][cH:36]5)[CH2:22][CH2:23][C:24]4([OH:30])[CH:25]3[CH2:26][CH2:27][CH:28]2[CH2:29]1)[CH3:40])([CH3:5])([CH3:6])[CH3:7].[CH3:42][CH2:43][O:44][C:45]([CH3:46])=[O:47].[ClH:41]>>[NH2:8][CH:9]([C:10](=[O:11])[O:12][CH:13]1[CH2:14][CH2:15][C:16]2([CH3:39])[CH:17]3[CH2:18][CH2:19][C:20]4([CH3:38])[CH:21]([c:31]5[cH:32][cH:33][c:34](=[O:37])[o:35][cH:36]5)[CH2:22][CH2:23][C:24]4([OH:30])[CH:25]3[CH2:26][CH2:27][CH:28]2[CH2:29]1)[CH3:40]. Reactants: CC1(OC[C@@H](O1)CO)C (((4S)-2,2-dimethyl-1,3-dioxolan-4-yl)methan-1-ol), CC([Si](OC[C@H](CO)O)(C1=CC=CC=C1)C1=CC=CC=C1)(C)C ((2S)-3-(2,2-Dimethyl-1,1-diphenyl-1-silapropoxy)propane-1,2-diol), 5c, [N+](=O)([O-])O[C@H](CO)CO[N+](=O)[O-] ((2R)-2,3-Bis(nitrooxy)propan-1-ol). The product is [N+](=O)([O-])O[C@@H](CO)CO[N+](=O)[O-] ((2S)-2,3-Bis(nitrooxy)propan-1-ol). RXN SMILES: CC1(C)O[C@@H](CO)CO1.CC(C)(C)[Si](C1C=CC=CC=1)(C1C=CC=CC=1)OC[C@@H](O)CO.[N+:33]([O:36][C@@H:37]([CH2:40][O:41][N+:42]([O-:44])=[O:43])[CH2:38][OH:39])([O-:35])=[O:34]>>[N+:33]([O:36][C@H:37]([CH2:40][O:41][N+:42]([O-:44])=[O:43])[CH2:38][OH:39])([O-:35])=[O:34]. Procedure: The title compound was prepared in four steps from ((4S)-2,2-dimethyl-1,3-dioxolan-4-yl)methan-1-ol following the procedures for Examples 5a, 5b, 5c, and 5d. Starting materials: ClC(Cl)Cl, O=C(Nc1cccc(CO)c1)N(CCC(c1ccccc1)c1ccccc1)CCN1CCOCC1. Yields the product O=Cc1cccc(NC(=O)N(CCC(c2ccccc2)c2ccccc2)CCN2CCOCC2)c1. Reaction SMILES: [CH:36]([Cl:37])([Cl:38])[Cl:39].[c:1]1([CH:7]([CH2:8][CH2:9][N:10]([C:11](=[O:12])[NH:13][c:14]2[cH:15][c:16]([CH2:20][OH:21])[cH:17][cH:18][cH:19]2)[CH2:22][CH2:23][N:24]2[CH2:25][CH2:26][O:27][CH2:28][CH2:29]2)[c:30]2[cH:31][cH:32][cH:33][cH:34][cH:35]2)[cH:2][cH:3][cH:4][cH:5][cH:6]1>>[c:1]1([CH:7]([CH2:8][CH2:9][N:10]([C:11](=[O:12])[NH:13][c:14]2[cH:15][c:16]([CH:20]=[O:21])[cH:17][cH:18][cH:19]2)[CH2:22][CH2:23][N:24]2[CH2:25][CH2:26][O:27][CH2:28][CH2:29]2)[c:30]2[cH:31][cH:32][cH:33][cH:34][cH:35]2)[cH:2][cH:3][cH:4][cH:5][cH:6]1. The product is O.ClC1=C(C=CC=C1)C1C(=C(NC(=C1C(=O)OC)C)COCCNCC(=O)O)C(=O)OCC.ClC1=C(C=CC=C1)C1C(=C(NC(=C1C(=O)OC)C)COCCNCC(=O)O)C(=O)OCC (N-(2-{[4-(2-Chlorophenyl)-3-ethoxycarbonyl-5-methoxycarbonyl-6-methyl-1,4-dihydropyrid-2-yl]methoxy}ethyl)aminoacetic acid hemihydrate), hemihydrate. Solvent: O1CCOCC1 (dioxane). Starting materials: ClC1=C(C=CC=C1)C1C(=C(NC(=C1C(=O)OC)C)COCCNCC(=O)OC)C(=O)OCC (methyl N-(2-{[4-(2-chlorophenyl)-3-ethoxycarbonyl-5-methoxycarbonyl-6-methyl-1,4-dihydropyrid-2-yl]methoxy}ethyl)aminoacetate), [OH-].[Na+] (sodium hydroxide). Reaction SMILES: [Cl:1][C:2]1[CH:7]=[CH:6][CH:5]=[CH:4][C:3]=1[CH:8]1[C:13]([C:14]([O:16][CH3:17])=[O:15])=[C:12]([CH3:18])[NH:11][C:10]([CH2:19][O:20][CH2:21][CH2:22][NH:23][CH2:24][C:25]([O:27]C)=[O:26])=[C:9]1[C:29]([O:31][CH2:32][CH3:33])=[O:30].[OH-].[Na+]>O1CCOCC1>[OH2:15].[Cl:1][C:2]1[CH:7]=[CH:6][CH:5]=[CH:4][C:3]=1[CH:8]1[C:13]([C:14]([O:16][CH3:17])=[O:15])=[C:12]([CH3:18])[NH:11][C:10]([CH2:19][O:20][CH2:21][CH2:22][NH:23][CH2:24][C:25]([OH:27])=[O:26])=[C:9]1[C:29]([O:31][CH2:32][CH3:33])=[O:30].[Cl:1][C:2]1[CH:7]=[CH:6][CH:5]=[CH:4][C:3]=1[CH:8]1[C:13]([C:14]([O:16][CH3:17])=[O:15])=[C:12]([CH3:18])[NH:11][C:10]([CH2:19][O:20][CH2:21][CH2:22][NH:23][CH2:24][C:25]([OH:27])=[O:26])=[C:9]1[C:29]([O:31][CH2:32][CH3:33])=[O:30] |f:1.2,4.5.6|. Reported procedure: A solution of methyl N-(2-{[4-(2-chlorophenyl)-3-ethoxycarbonyl-5-methoxycarbonyl-6-methyl-1,4-dihydropyrid-2-yl]methoxy}ethyl)aminoacetate (2.40 g) in dioxane (80 ml) was treated with 1M aqueous sodium hydroxide solution (10 ml) and the mixture stirred at room temperature for 2 hours and then evaporated. The residue was purified by ion exchange chromatography (Bio-Rad AG 50W-X8, [Trade Mark], 200-400 mesh, cation form, 40 g) eluting with dioxane initially followed by 2% pyridine in water. Appro... Conditions: time 2 hour. The reactants are N=C(CCl)N1CCCC(C(N)=O)C1, Cl, Cl, [Na+], [Na+], [Na+], O, [O-]P([O-])([O-])=S. Product: Cl, N=C(CS)N1CCCC(C(N)=O)C1. Reaction SMILES: [C:10]([NH2:11])(=[O:12])[CH:13]1[CH2:14][N:15]([C:19]([CH2:20][Cl:21])=[NH:22])[CH2:16][CH2:17][CH2:18]1.[ClH:23].[ClH:9].[Na+:6].[Na+:7].[Na+:8].[OH2:24].[P:1]([O-:2])([O-:3])([O-:4])=[S:5]>>[ClH:21].[SH:5][CH2:20][C:19]([N:15]1[CH2:14][CH:13]([C:10]([NH2:11])=[O:12])[CH2:18][CH2:17][CH2:16]1)=[NH:22]. Starting materials: CCSC1=CCC2C3CCC4=CC(=O)C=CC4(C)C3(F)C(OC(C)=O)CC12C, CS, ClCCl. Yields the product CCSC1(SC)CCC2C3CCC4=CC(=O)C=CC4(C)C3(F)C(OC(C)=O)CC21C. RXN SMILES: [C:1]([CH3:2])(=[O:3])[O:4][CH:5]1[C:6]2([F:28])[C:7]3([CH3:27])[CH:8]=[CH:9][C:10](=[O:26])[CH:11]=[C:12]3[CH2:13][CH2:14][CH:15]2[CH:16]2[CH2:17][CH:18]=[C:19]([S:23][CH2:24][CH3:25])[C:20]2([CH3:21])[CH2:22]1.[CH3:29][SH:30].[Cl:31][CH2:32][Cl:33]>>[C:1]([CH3:2])(=[O:3])[O:4][CH:5]1[C:6]2([F:28])[C:7]3([CH3:27])[CH:8]=[CH:9][C:10](=[O:26])[CH:11]=[C:12]3[CH2:13][CH2:14][CH:15]2[CH:16]2[CH2:17][CH2:18][C:19]([S:23][CH2:24][CH3:25])([S:30][CH3:29])[C:20]2([CH3:21])[CH2:22]1. Reactants: C(C)(C)(C)OC(N(C)CCN1C=C(C2=CC=C(C=C12)Cl)C(C(F)(F)F)=O)=O ({2-[6-chloro-3-(2,2,2-trifluoro-acetyl)-indol-1-yl]-ethyl}-methyl-carbamic acid tert-butyl ester), O (water), [H-].[Na+] (sodium hydride), O (water). The solvent is CN(C=O)C (N,N-dimethylformamide). The product is C(C)(C)(C)OC(=O)N(CCN1C=C(C2=CC=C(C=C12)Cl)C(=O)O)C (1-[2-(tert-Butoxycarbonyl-methyl-amino)-ethyl]-6-chloro-1H-indole-3-carboxylic acid). RXN SMILES: [C:1]([O:5][C:6](=[O:27])[N:7]([CH2:9][CH2:10][N:11]1[C:19]2[C:14](=[CH:15][CH:16]=[C:17]([Cl:20])[CH:18]=2)[C:13]([C:21](=[O:26])C(F)(F)F)=[CH:12]1)[CH3:8])([CH3:4])([CH3:3])[CH3:2].[H-].[Na+].[OH2:30]>CN(C)C=O>[C:1]([O:5][C:6]([N:7]([CH3:8])[CH2:9][CH2:10][N:11]1[C:19]2[C:14](=[CH:15][CH:16]=[C:17]([Cl:20])[CH:18]=2)[C:13]([C:21]([OH:26])=[O:30])=[CH:12]1)=[O:27])([CH3:3])([CH3:4])[CH3:2] |f:1.2|. Reported procedure: To a solution of 15.4 g (38.0 mmol) crude {2-[6-chloro-3-(2,2,2-trifluoro-acetyl)-indol-1-yl]-ethyl}-methyl-carbamic acid tert-butyl ester in 380 ml N,N-dimethylformamide were slowly added 11.0 g (228 mmol) sodium hydride (50%, dispersion in oil) followed by 3.40 ml (190 mmol) water at 15-22° C. After stirring for 1 h at room temperature 500 ml water were added slowly. The mixture was washed with two 300-ml portions of tert-butyl methyl ether. The combined organic layers were extracted with 300 ... Starting materials: O=C(CC(=O)[O-])CN1C2=C(NC3=C(C1=O)C=CC=C3)N=CC=C2 (3-oxo-4-(6-oxo-6,11-dihydro-5H-benzo[e]pyrido[3,2-b][1,4]diazepin-5-yl)butanoate), O=C(CC(=O)OC)CN1C2=C(NC3=C(C1=O)C=CC=C3)N=CC=C2 (methyl 3-oxo-4-(6-oxo-6,11-dihydro-5H-benzo[e]pyrido[3,2-b][1,4]diazepin-5-yl)butanoate), C(C)(=O)[O-].[NH4+] (ammonium acetate). The solvent is C(C)(=O)O (acetic acid). Conditions: temperature 120 celsius, time 2 hour. Product: N=1C(=CN2C3=C(NC4=C(C21)C=CC=C4)N=CC=C3)CC(=O)OC (methyl 2-(9H-benzo[f]imidazo[1,2-d]pyrido[2,3-b][1,4]diazepin-2-yl)acetate). As a reaction SMILES: O=C(C[N:8]1C(=O)C2C=CC=CC=2NC2N=CC=CC1=2)CC([O-])=O.O=[C:25]([CH2:31][N:32]1[C:38](=O)[C:37]2[CH:40]=[CH:41][CH:42]=[CH:43][C:36]=2[NH:35][C:34]2[N:44]=[CH:45][CH:46]=[CH:47][C:33]1=2)[CH2:26][C:27]([O:29][CH3:30])=[O:28].C([O-])(=O)C.[NH4+]>C(O)(=O)C>[N:8]1[C:25]([CH2:26][C:27]([O:29][CH3:30])=[O:28])=[CH:31][N:32]2[C:38]=1[C:37]1[CH:40]=[CH:41][CH:42]=[CH:43][C:36]=1[NH:35][C:34]1[N:44]=[CH:45][CH:46]=[CH:47][C:33]2=1 |f:2.3|. Reported procedure: To a solution of 3-oxo-4-(6-oxo-6,11-dihydro-5H-benzo[e]pyrido[3,2-b][1,4]diazepin-5-yl)butanoate (crude product from step 1, 0.36 g, 1 eq.) in acetic acid (5 mL) was added ammonium acetate (0.385 g, 20 eq. based on the amount of starting material used in step 1). The reaction was stirred at 120° C. for 2 hours. The reaction was poured onto water (25 mL) and extracted with dichloromethane (2×25 mL). The combined extracts were washed with water (1×25 mL), saturated sodium bicarbonate (25 mL), bri...